describe an organic reaction: reactants, conditions, products, and yield From a dataset of the Open Reaction Database (ORD), a public repository of structured organic reaction records. As a reaction SMILES: [F:1]/[C:2](/[C:5](/[CH3:19])=[CH:6]/[CH2:7][C:8]1[C:13]([Cl:14])=[CH:12][C:11]([O:15][CH3:16])=[C:10]([CH3:17])[C:9]=1[Cl:18])=[CH:3]\[OH:4]>CCOCC.[O-2].[O-2].[Mn+4]>[F:1]/[C:2](=[C:5](/[CH3:19])\[CH:6]=[CH:7]\[C:8]1[C:13]([Cl:14])=[CH:12][C:11]([O:15][CH3:16])=[C:10]([CH3:17])[C:9]=1[Cl:18])/[CH:3]=[O:4] |f:2.3.4|. Reaction conditions: time 14 hour. Product: F\C(\C=O)=C(/C=C/C1=C(C(=C(C=C1Cl)OC)C)Cl)\C (2Z,4E-2-fluoro-3-methyl-5-(2,6-dichloro-3-methyl-4-methoxyphenyl)pentadien-1-al). The reactants are F\C(=C/O)\C(=C\CC1=C(C(=C(C=C1Cl)OC)C)Cl)\C (2Z,4E-2-fluoro-3-methyl-5-(2,6-dichloro-3-methyl-4-methoxyphenyl)pentadien-1-ol), alcohol. Solvent: CCOCC (ether), CCOCC (ether). Reagents/catalysts: [O-2].[O-2].[Mn+4] (manganese dioxide). The yield is 95.0%. Procedure details: A solution of 5.6 g. (18.4 mmol) of 2Z,4E-2-fluoro-3-methyl-5-(2,6-dichloro-3-methyl-4-methoxyphenyl)pentadien-1-ol in ether was added to a stirred suspension of 24 g. of activated manganese dioxide in ether. After 14 hours, thin layer chromatography indicated that all of the alcohol had reacted. The mixture was filtered through Celite. The filtrate was concentrated and the residue was chromatographed on silica gel to give 5.4 g. (95% yield) of 2Z,4E-2-fluoro-3-methyl-5-(2,6-dichloro-3-methyl-4-... The reactants are FC=1C=CC2=C(C(CC(O2)CCC2=CC=CC=C2)C#N)C1 (2,3-dihydro-6-fluoro-4-cyano-2-(2-phenylethyl)-4H-1-benzopyran), [OH-].[K+] (KOH), C(CO)O (ethylene glycol). The product is FC=1C=CC2=C([C@H](C[C@@H](O2)CCC2=CC=CC=C2)C(=O)O)C1 (trans 2,3-dihydro-6-fluoro-2-(2-phenylethyl)-4H-1-benzopyran-4-carboxylic acid). RXN SMILES: [F:1][C:2]1[CH:3]=[CH:4][C:5]2[O:10][CH:9]([CH2:11][CH2:12][C:13]3[CH:18]=[CH:17][CH:16]=[CH:15][CH:14]=3)[CH2:8]C(C#N)[C:6]=2[CH:21]=1.[OH-:22].[K+].[CH2:24]([OH:27])[CH2:25]O>>[F:1][C:2]1[CH:3]=[CH:4][C:5]2[O:10][C@@H:9]([CH2:11][CH2:12][C:13]3[CH:18]=[CH:17][CH:16]=[CH:15][CH:14]=3)[CH2:8][C@H:25]([C:24]([OH:27])=[O:22])[C:6]=2[CH:21]=1 |f:1.2|. Procedure: 2,3-dihydro-6-fluoro-4-cyano-2-(2-phenylethyl)-4H-1-benzopyran (2.7 gm) and solid KOH (2.7 gm) were suspended in ethylene glycol (100 mL) and heated under reflux for 1.5 hours, then poured onto ice/H2O (300 mL), and extracted with diethyl ether, and the organic extracts discarded. The aqueous layer was acidified to pH 1 with 6N HCl, and extracted with ethyl acetate, and the extracts washed with H2O, brine, dried, filtered and evaporated to yield the title compound (2.9 gm, m.p. 105°-108° C.). Product: CCN(CC)CCN1C(=O)c2ccccc2C1(O)c1cccnc1. Reaction SMILES: [Br:6][c:7]1[cH:8][n:9][cH:10][cH:11][cH:12]1.[CH2:13]([CH3:14])[N:15]([CH2:16][CH2:17][N:18]1[C:19](=[O:28])[c:20]2[c:21]([cH:24][cH:25][cH:26][cH:27]2)[C:22]1=[O:23])[CH2:29][CH3:30].[CH2:1]([Li:2])[CH2:3][CH2:4][CH3:5].[CH3:31][C:32](=[O:33])[OH:34].[CH3:35][CH2:36][CH2:37][CH2:38][CH2:39][CH3:40].[O:41]1[CH2:42][CH2:43][CH2:44][CH2:45]1>>[c:7]1([C:22]2([OH:23])[N:18]([CH2:17][CH2:16][N:15]([CH2:13][CH3:14])[CH2:29][CH3:30])[C:19](=[O:28])[c:20]3[c:21]2[cH:24][cH:25][cH:26][cH:27]3)[cH:8][n:9][cH:10][cH:11][cH:12]1. Starting materials: Brc1cccnc1, CCN(CC)CCN1C(=O)c2ccccc2C1=O, [Li]CCCC, CC(=O)O, CCCCCC, C1CCOC1. The reactants are Cl (hydrochloric acid), C(C)(C)(C)OC(=O)N(CCCCC(=O)OC[C@@H]1CC(=NO1)C1=NC=C(C=C1)C1=C(C=C(C=C1)N1C(O[C@H](C1)CN1N=NC=C1)=O)F)C ([(5S)-3-(5-{2-fluoro-4-[(5R)-2-oxo-5-(1H-1,2,3-triazol-1-ylmethyl)-1,3-oxazolidin-3-yl]phenyl}pyridin-2-yl)-4,5-dihydroisoxazol-5-yl]methyl 5-[(tert-butoxycarbonyl)(methyl) amino]pentanoate), C(C)(=O)O (acetic acid). Run in CO (methanol). Conditions: temperature 80 celsius, time 15 minute. Yields the product CNCCCCC(=O)OC[C@@H]1CC(=NO1)C1=NC=C(C=C1)C1=C(C=C(C=C1)N1C(O[C@H](C1)CN1N=NC=C1)=O)F ([(5S)-3-(5-{2-fluoro-4-[(5R)-2-oxo-5-(1H-1,2,3-triazol-1-ylmethyl)-1,3-oxazolidin-3-yl]phenyl}pyridin-2-yl)-4,5-dihydroisoxazol-5-yl]methyl 5-(methylamino)pentanoate), solid. RXN SMILES: C(O[C:6]([N:8](C)[CH2:9][CH2:10][CH2:11][CH2:12][C:13]([O:15][CH2:16][C@H:17]1[O:21][N:20]=[C:19]([C:22]2[CH:27]=[CH:26][C:25]([C:28]3[CH:33]=[CH:32][C:31]([N:34]4[CH2:38][C@H:37]([CH2:39][N:40]5[CH:44]=[CH:43][N:42]=[N:41]5)[O:36][C:35]4=[O:45])=[CH:30][C:29]=3[F:46])=[CH:24][N:23]=2)[CH2:18]1)=[O:14])=O)(C)(C)C.C(O)(=O)C.Cl>CO>[CH3:6][NH:8][CH2:9][CH2:10][CH2:11][CH2:12][C:13]([O:15][CH2:16][C@H:17]1[O:21][N:20]=[C:19]([C:22]2[CH:27]=[CH:26][C:25]([C:28]3[CH:33]=[CH:32][C:31]([N:34]4[CH2:38][C@H:37]([CH2:39][N:40]5[CH:44]=[CH:43][N:42]=[N:41]5)[O:36][C:35]4=[O:45])=[CH:30][C:29]=3[F:46])=[CH:24][N:23]=2)[CH2:18]1)=[O:14]. Procedure: [(5S)-3-(5-{2-fluoro-4-[(5R)-2-oxo-5-(1H-1,2,3-triazol-1-ylmethyl)-1,3-oxazolidin-3-yl]phenyl}pyridin-2-yl)-4,5-dihydroisoxazol-5-yl]methyl 5-[(tert-butoxycarbonyl)(methyl)amino]pentanoate (Example 34: 0.5 g, 0.77 mmol) was combined with acetic acid (15 ml) and hydrochloric acid (4M solution in dioxane, 1 ml, 4 mmol). The suspension was warmed for 2 minutes at approximately 80° C. to dissolve most of the suspended material. The mixture was stirred at room temperature for an additional 15 minutes... Starting materials: COC1CCC2C3CCC4CC(=O)C(Br)CC4(C)C3CCC12C, [Cl-], [Li+], [Li+], [Li+], O=C([O-])[O-], CN(C)C=O. Yields the product COC1CCC2C3CCC4CC(=O)C=CC4(C)C3CCC12C. As a reaction SMILES: [Br:1][CH:2]1[C:3](=[O:23])[CH2:4][CH:5]2[CH2:6][CH2:7][CH:8]3[CH:9]4[CH2:10][CH2:11][CH:12]([O:21][CH3:22])[C:13]4([CH3:14])[CH2:15][CH2:16][CH:17]3[C:18]2([CH3:20])[CH2:19]1.[Cl-:31].[Li+:24].[Li+:25].[Li+:30].[O-:26][C:27](=[O:28])[O-:29].[O:32]=[CH:33][N:34]([CH3:35])[CH3:36]>>[CH:2]1=[CH:19][C:18]2([CH3:20])[CH:5]([CH2:4][C:3]1=[O:23])[CH2:6][CH2:7][CH:8]1[CH:9]3[CH2:10][CH2:11][CH:12]([O:21][CH3:22])[C:13]3([CH3:14])[CH2:15][CH2:16][CH:17]12. Starting materials: C(CCC)OC1=NC(=C2N=C(N(C2=N1)CCCC1NCCCC1)OC)N (2-(butyloxy)-8-(methyloxy)-9-[3-(2-piperidinyl)propyl]-9H-purin-6-amine), BrCCC(C)C (1-bromo-3-methylbutane). The product is NC1=C2NC(N(C2=NC(=N1)OCCCC)CCCC1N(CCCC1)CCC(C)C)=O (6-Amino-2-(butyloxy)-9-{3-[1-(3-methylbutyl)-2-piperidinyl]propyl}-7,9-dihydro-8H-purin-8-one). As a reaction SMILES: [CH2:1]([O:5][C:6]1[N:14]=[C:13]2[C:9]([N:10]=[C:11]([O:24]C)[N:12]2[CH2:15][CH2:16][CH2:17][CH:18]2[CH2:23][CH2:22][CH2:21][CH2:20][NH:19]2)=[C:8]([NH2:26])[N:7]=1)[CH2:2][CH2:3][CH3:4].Br[CH2:28][CH2:29][CH:30]([CH3:32])[CH3:31]>>[NH2:26][C:8]1[N:7]=[C:6]([O:5][CH2:1][CH2:2][CH2:3][CH3:4])[N:14]=[C:13]2[C:9]=1[NH:10][C:11](=[O:24])[N:12]2[CH2:15][CH2:16][CH2:17][CH:18]1[CH2:23][CH2:22][CH2:21][CH2:20][N:19]1[CH2:28][CH2:29][CH:30]([CH3:32])[CH3:31]. Procedure details: Prepared similarly to Example 14 from 2-(butyloxy)-8-(methyloxy)-9-[3-(2-piperidinyl)propyl]-9H-purin-6-amine and 1-bromo-3-methylbutane. Reactants: OC(CCC(=O)OC(C)(C)C)C1=C(C=CC=C1)C (t-butyl 4-hydroxy-4-(2-methylphenyl)butanoate), CO (methanol), [OH-].[Na+] (sodium hydroxide). Solvent: O1CCCC1 (tetrahydrofuran). Run at time 8 hour. The product is OC(CCC(=O)[O-])C1=C(C=CC=C1)C.[Na+] (sodium 4-hydroxy-4-(2-methylphenyl)butanoate). Reaction SMILES: [OH:1][CH:2]([C:12]1[CH:17]=[CH:16][CH:15]=[CH:14][C:13]=1[CH3:18])[CH2:3][CH2:4][C:5]([O:7]C(C)(C)C)=[O:6].CO.[OH-].[Na+:22]>O1CCCC1>[OH:1][CH:2]([C:12]1[CH:17]=[CH:16][CH:15]=[CH:14][C:13]=1[CH3:18])[CH2:3][CH2:4][C:5]([O-:7])=[O:6].[Na+:22] |f:2.3,5.6|. Reported procedure: A solution of t-butyl 4-hydroxy-4-(2-methylphenyl)butanoate, thought to be the (R)-enantiomer, (0.5 g) in tetrahydrofuran (3 mL) and methanol (3 mL) is treated with aqueous sodium hydroxide solution (5 N; 0.5 mL) and stirred at ambient temperature for 8 hours. The reaction mixture is concentrated to dryness. The resulting residue is treated with isopropanol (10 mL) and stirred for 30 minutes, and the resulting precipitate is collected and washed with isopropyl ether, to give sodium 4-hydroxy-4-(...